describe an organic reaction: reactants, conditions, products, and yield From a dataset of the Open Reaction Database (ORD), a public repository of structured organic reaction records. Starting materials: C(C(=O)Cl)(=O)Cl (oxalyl chloride), CC1=C(N=C(O1)C1=CC=C(C(=O)O)C=C1)CS(=O)(=O)C1=CC=C(C=C1)C (4-(5-Methyl-4-{[(4-methylphenyl)sulfonyl]methyl}-1,3-oxazol-2-yl)benzoic Acid), N1=CC=C(C=C1)CN (4-pyridinylmethylamine). Product: CC1=C(N=C(O1)C1=CC=C(C(=O)NCC2=CC=NC=C2)C=C1)CS(=O)(=O)C1=CC=C(C=C1)C (4-(5-Methyl-4-{[(4-methylphenyl)sulfonyl]methyl}-1,3-oxazol-2-yl)-N-(4-pyridinylmethyl)benzamide). Yield: 72.8%. Reaction SMILES: C(Cl)(=O)C(Cl)=O.[CH3:7][C:8]1[O:12][C:11]([C:13]2[CH:21]=[CH:20][C:16]([C:17](O)=[O:18])=[CH:15][CH:14]=2)=[N:10][C:9]=1[CH2:22][S:23]([C:26]1[CH:31]=[CH:30][C:29]([CH3:32])=[CH:28][CH:27]=1)(=[O:25])=[O:24].[N:33]1[CH:38]=[CH:37][C:36]([CH2:39][NH2:40])=[CH:35][CH:34]=1>>[CH3:7][C:8]1[O:12][C:11]([C:13]2[CH:14]=[CH:15][C:16]([C:17]([NH:40][CH2:39][C:36]3[CH:37]=[CH:38][N:33]=[CH:34][CH:35]=3)=[O:18])=[CH:20][CH:21]=2)=[N:10][C:9]=1[CH2:22][S:23]([C:26]1[CH:27]=[CH:28][C:29]([CH3:32])=[CH:30][CH:31]=1)(=[O:25])=[O:24]. Procedure details: Reaction of oxalyl chloride (178 λL, 2.0 mmol) and benzoic acid 4 (379 mg, 1.0 mmol) with subsequent coupling to 4-pyridinylmethylamine (114 λL, 1.1 mmol) gave benzamide 10 (336 mg, 71%) as a white powder: mp (EtOAc) 169-172° C.; 1H NMR δ 9.24 (t, J=5.9 Hz, 1H, CONH), 8.50 (dd, J=4.4, 1.6 Hz, 2H, H-2′, H-6′), 8.03 (dd, J=8.6, 1.8 Hz, 2H, H-2, H-6), 7.92 (dd, J=8.6, 1.8 Hz, 2H, H-3, H-5), 7.67 (d, J=8.3 Hz, 2H, H-2″, H-6″), 7.42 (d, J=8.3 Hz, 2H, H-3″, H-5″), 7.32 (dd, J=4.4, 1.6 Hz, 2H, H-3′, H-... Starting materials: Cc1ccc(C2CCCN2)c(C)c1, O=S(=O)(Cl)c1ccc(F)cc1. Product: Cc1ccc(C2CCCN2S(=O)(=O)c2ccc(F)cc2)c(C)c1. RXN SMILES: [CH3:1][c:2]1[c:3]([CH:9]2[NH:10][CH2:11][CH2:12][CH2:13]2)[cH:4][cH:5][c:6]([CH3:8])[cH:7]1.[F:14][c:15]1[cH:16][cH:17][c:18]([S:21](=[O:22])(=[O:23])[Cl:24])[cH:19][cH:20]1>>[CH3:1][c:2]1[c:3]([CH:9]2[N:10]([S:21]([c:18]3[cH:17][cH:16][c:15]([F:14])[cH:20][cH:19]3)(=[O:22])=[O:23])[CH2:11][CH2:12][CH2:13]2)[cH:4][cH:5][c:6]([CH3:8])[cH:7]1. Starting materials: O (water), ClC=1C=NC(=NC1)N1CCC(CC1)[C@@H]1[C@@H](C1)CCN (2-{(1S,2S)-2-[1-(5-chloropyrimidin-2-yl)piperidin-4-yl]cyclopropyl}ethanamine), FC1=NC=C(C=C1)N1N=NN=C1 (2-fluoro-5-(1H-tetrazol-1-yl)pyridine), C([O-])([O-])=O.[K+].[K+] (potassium carbonate). Solvent: CN1CCCC1=O (NMP). Reaction conditions: temperature 70 celsius. Yields the product ClC=1C=NC(=NC1)N1CCC(CC1)[C@@H]1[C@@H](C1)CCNC1=NC=C(C=C1)N1N=NN=C1 (N-(2-{(1S,2S)-2-[1-(5-chloropyrimidin-2-yl)piperidin-4-yl]cyclopropyl}ethyl)-5-(1H-tetrazol-1-yl)pyridin-2-amine). RXN SMILES: [Cl:1][C:2]1[CH:3]=[N:4][C:5]([N:8]2[CH2:13][CH2:12][CH:11]([C@H:14]3[CH2:16][C@H:15]3[CH2:17][CH2:18][NH2:19])[CH2:10][CH2:9]2)=[N:6][CH:7]=1.F[C:21]1[CH:26]=[CH:25][C:24]([N:27]2[CH:31]=[N:30][N:29]=[N:28]2)=[CH:23][N:22]=1.C(=O)([O-])[O-].[K+].[K+].O>CN1C(=O)CCC1>[Cl:1][C:2]1[CH:3]=[N:4][C:5]([N:8]2[CH2:13][CH2:12][CH:11]([C@H:14]3[CH2:16][C@H:15]3[CH2:17][CH2:18][NH:19][C:21]3[CH:26]=[CH:25][C:24]([N:27]4[CH:31]=[N:30][N:29]=[N:28]4)=[CH:23][N:22]=3)[CH2:10][CH2:9]2)=[N:6][CH:7]=1 |f:2.3.4|. Procedure details: 2-{(1S,2S)-2-[1-(5-chloropyrimidin-2-yl)piperidin-4-yl]cyclopropyl}ethanamine (50 mg, 0.18 mmol) from Example 5 step 3 and 2-fluoro-5-(1H-tetrazol-1-yl)pyridine (35.6 mg, 0.20 mmol) from step 1 were added in NMP (0.89 mL), then potassium carbonate (73.8 mg, 0.53 mmol) was added and the reaction was heated to 70° C. 6.5 hours. The reaction was cooled to room temperature, water (10 mL) was added, extracted with ethyl acetate (20 mL), second wash with brine (10 mL). The organic phase was dried by m...